Dataset: the Open Reaction Database (ORD), a public repository of structured organic reaction records. Task: describe an organic reaction: reactants, conditions, products, and yield Starting materials: CC(=O)O, N#Cc1cc2ccccc2nc1Cl, Cl. Product: N#Cc1cc2ccccc2[nH]c1=O. Reaction SMILES: [CH3:14][C:15]([OH:16])=[O:17].[Cl:1][c:2]1[n:3][c:4]2[cH:5][cH:6][cH:7][cH:8][c:9]2[cH:10][c:11]1[C:12]#[N:13].[ClH:18]>>[c:2]1(=[O:16])[nH:3][c:4]2[cH:5][cH:6][cH:7][cH:8][c:9]2[cH:10][c:11]1[C:12]#[N:13]. The reactants are Br/C=C/CCO, ClC(c1ccccc1)C. The reagents and catalysts are [Na+].[I-], Cl[Ni]Cl.COCCOC, C1(C2(C3=N[C@H](c4ccccc4C5)[C@H]5O3)CC2)=N[C@H]6[C@H](Cc7ccccc76)O1. Run in CC(N(C)C)=O. Reaction conditions: temperature 0 celsius, time 3.25 hour. The product is C[C@@H](/C=C/CCO)c1ccccc1. Isolated yield 56.0%.